Dataset: the Open Reaction Database (ORD), a public repository of structured organic reaction records. Task: describe an organic reaction: reactants, conditions, products, and yield Starting materials: [N+](=O)([O-])C1=C(N)C=CC(=C1)[N+](=O)[O-] (2,4-dinitroaniline), C1(=CC=CC=C1)C (toluene), ClS(=O)(=O)N=C=O (chlorosulfonyl isocyanate), N-2,4-dinitrophenyl- N'-chlorosulfonyl urea. Solvent: O (water). Run at time 4 hour. The product is [N+](=O)([O-])C1=C(C=CC(=C1)[N+](=O)[O-])NC(=O)N (2,4-dinitrophenyl urea). Reaction SMILES: [N+:1]([C:4]1[CH:10]=[C:9]([N+:11]([O-:13])=[O:12])[CH:8]=[CH:7][C:5]=1[NH2:6])([O-:3])=[O:2].C1(C)C=CC=CC=1.ClS([N:25]=[C:26]=[O:27])(=O)=O>O>[N+:1]([C:4]1[CH:10]=[C:9]([N+:11]([O-:13])=[O:12])[CH:8]=[CH:7][C:5]=1[NH:6][C:26]([NH2:25])=[O:27])([O-:3])=[O:2]. Reported procedure: 311 Parts of 2,4-dinitroaniline are stirred in 2600 parts of toluene with 312 parts of chlorosulfonyl isocyanate for 4hours at 80° C. At 25° C., 360 parts of water are added to the resulting suspension of N-2,4-dinitrophenyl- N'-chlorosulfonyl urea without intermediate isolation of the latter, and the mixture obtained is saponified at 60° C. within 4 hours to yield 2,4-dinitrophenyl urea. After diluting it with water, the mixture is filtered, while hot, and the product is washed with hot toluene...